Dataset: the Open Reaction Database (ORD), a public repository of structured organic reaction records. Task: describe an organic reaction: reactants, conditions, products, and yield Starting materials: C12(CCC3=CC=CC=C13)NC(NC2=O)=O (Spiro[imidazolidine-4,1'-indan]2,5-dione), C[Si](C)(C)N(C(C(F)(F)F)=O)[Si](C)(C)C (bis(trimethylsilyl)trifluoroacetamide), BrBr (bromine). Solvent: C(Cl)(Cl)Cl (chloroform). Reaction conditions: temperature 25 celsius. Product: BrC1CC2(C3=CC=CC=C13)NC(NC2=O)=O (3'-bromo-spiro[imidazolidine-4,1'-indan]2,5-dione). Yield: 29.0%. As a reaction SMILES: [C:1]12([C:13](=[O:14])[NH:12][C:11](=[O:15])[NH:10]1)[C:9]1[C:4](=[CH:5][CH:6]=[CH:7][CH:8]=1)[CH2:3][CH2:2]2.C[Si](N([Si](C)(C)C)C(=O)C(F)(F)F)(C)C.[Br:31]Br>C(Cl)(Cl)Cl>[Br:31][CH:3]1[C:4]2[C:9](=[CH:8][CH:7]=[CH:6][CH:5]=2)[C:1]2([C:13](=[O:14])[NH:12][C:11](=[O:15])[NH:10]2)[CH2:2]1. Reported procedure: Spiro[imidazolidine-4,1'-indan]2,5-dione, (C.A. reg. no. 6252-98-8) (6.06 g, 30 mmol) was combined with 7.95 ml (30 mmol) bis(trimethylsilyl)trifluoroacetamide and 4.8 g (30 mmol) bromine in 50 ml chloroform and heated to reflux. Decolorization occurred during the 18 hour reaction. The reaction mixture was cooled to 25° C. and after 45 minutes stirring a solid which had crystallized was collected by filtration to give 2.45 g (29%) of crude 3'-bromo-spiro[imidazolidine-4,1'-indan]2,5-dione. The c... Reactants: C(C)(C)N1N=CN=C1C=1SC=2CCOC3=C(C2N1)C=CC(=C3)Br (2-(2-Isopropyl-2H-[1,2,4]triazol-3-yl)-8-bromo-4,5-dihydro-6-oxa-3-thia-1-aza-benzo[e]azulene), FC1=NC=CC=C1B(O)O (2-fluoropyridin-3-ylboronic acid). Product: FC1=NC=CC=C1C1=CC2=C(C=3N=C(SC3CCO2)C=2N(N=CN2)C(C)C)C=C1 (8-(2-Fluoro-pyridin-3-yl)-2-(2-isopropyl-2H-[1,2,4]triazol-3-yl)-4,5-dihydro-6-oxa-3-thia-1-aza-benzo[e]azulene). Isolated yield 20.0%. As a reaction SMILES: [CH:1]([N:4]1[C:8]([C:9]2[S:10][C:11]3[CH2:12][CH2:13][O:14][C:15]4[CH:22]=[C:21](Br)[CH:20]=[CH:19][C:16]=4[C:17]=3[N:18]=2)=[N:7][CH:6]=[N:5]1)([CH3:3])[CH3:2].[F:24][C:25]1[C:30](B(O)O)=[CH:29][CH:28]=[CH:27][N:26]=1>>[F:24][C:25]1[C:30]([C:21]2[CH:20]=[CH:19][C:16]3[C:17]4[N:18]=[C:9]([C:8]5[N:4]([CH:1]([CH3:3])[CH3:2])[N:5]=[CH:6][N:7]=5)[S:10][C:11]=4[CH2:12][CH2:13][O:14][C:15]=3[CH:22]=2)=[CH:29][CH:28]=[CH:27][N:26]=1. Reported procedure: Following the procedure for 128, 2-(2-Isopropyl-2H-[1,2,4]triazol-3-yl)-8-bromo-4,5-dihydro-6-oxa-3-thia-1-aza-benzo[e]azulene and 2-fluoropyridin-3-ylboronic acid were reacted to give 487 (0.226 g, 20%). 1H NMR (400 MHz, DMSO) δ 8.48 (d, J=8.3, 1H), 8.33-8.18 (m, 2H), 8.12 (s, 1H), 7.54-7.45 (m, 2H), 7.37 (d, J=1.5, 1H), 5.96-5.75 (m, 1H), 4.44 (t, J=5.0, 2H), 3.49 (t, J=5.0, 2H), 1.90-1.28 (m, 6H). MS (ESI(+)): m/z 408.12 (M+H)